Task: describe an organic reaction: reactants, conditions, products, and yield. Dataset: the Open Reaction Database (ORD), a public repository of structured organic reaction records Starting materials: B(Br)(Br)Br (boron tribromide), BrC=1C=CC(=C(C1)OC)Cl (5-bromo 2-chloro anisole), resultant suspension, O (water). Solvent: C(Cl)Cl (methylene chloride). Reaction conditions: time 10 minute. Yields the product ClC=1C=CC(=C(C1)O)Br (5-chloro 2-bromophenol). As a reaction SMILES: B(Br)(Br)Br.[Br:5][C:6]1[CH:7]=[CH:8][C:9]([Cl:14])=[C:10](OC)[CH:11]=1.[OH2:15]>C(Cl)Cl>[Cl:14][C:9]1[CH:10]=[CH:11][C:6]([Br:5])=[C:7]([OH:15])[CH:8]=1. Reported procedure: 9 ml of boron tribromide is added dropwise to a solution containing 20 g of 5-bromo 2-chloro anisole in 200 ml of methylene chloride. Agitation is carried out for 10 minutes at 0° C., then for 24 hours at 20° C. and the reaction medium is poured into a water and ice mixture. The resultant suspension is agitated for 30 minutes, extraction is carried out with methylene chloride, followed by saturation with sodium chloride and extraction twice with methylene chloride. The organic phases are collect... Reactants: FC(F)(F)CCBr, CN(C)C=O, N#CC(C#N)Cc1ccc(F)cc1, [H-], [Na+]. Product: N#CC(C#N)(CCC(F)(F)F)Cc1ccc(F)cc1. As a reaction SMILES: [Br:16][CH2:17][CH2:18][C:19]([F:20])([F:21])[F:22].[CH3:23][N:24]([CH3:25])[CH:26]=[O:27].[F:1][c:2]1[cH:3][cH:4][c:5]([CH2:6][CH:7]([C:8]#[N:9])[C:10]#[N:11])[cH:12][cH:13]1.[H-:14].[Na+:15]>>[F:1][c:2]1[cH:3][cH:4][c:5]([CH2:6][C:7]([C:8]#[N:9])([C:10]#[N:11])[CH2:17][CH2:18][C:19]([F:20])([F:21])[F:22])[cH:12][cH:13]1. The reactants are CC(C)(C)c1ccc(N=C=O)cc1, ClCCl, CN(CC1OC(n2cnc3c(N)ncnc32)C2OC(C)(C)OC12)C1CC(CN)C1. Product: CN(CC1OC(n2cnc3c(N)ncnc32)C2OC(C)(C)OC12)C1CC(CNC(=O)Nc2ccc(C(C)(C)C)cc2)C1. RXN SMILES: [C:30]([CH3:31])([CH3:32])([CH3:33])[c:34]1[cH:35][cH:36][c:37]([N:40]=[C:41]=[O:42])[cH:38][cH:39]1.[Cl:43][CH2:44][Cl:45].[NH2:1][CH2:2][CH:3]1[CH2:4][CH:5]([N:7]([CH3:8])[CH2:9][CH:10]2[O:11][CH:12]([n:20]3[c:21]4[n:22][cH:23][n:24][c:25]([NH2:29])[c:26]4[n:27][cH:28]3)[CH:13]3[CH:14]2[O:15][C:16]([CH3:18])([CH3:19])[O:17]3)[CH2:6]1>>[NH:1]([CH2:2][CH:3]1[CH2:4][CH:5]([N:7]([CH3:8])[CH2:9][CH:10]2[O:11][CH:12]([n:20]3[c:21]4[n:22][cH:23][n:24][c:25]([NH2:29])[c:26]4[n:27][cH:28]3)[CH:13]3[CH:14]2[O:15][C:16]([CH3:18])([CH3:19])[O:17]3)[CH2:6]1)[C:41]([NH:40][c:37]1[cH:36][cH:35][c:34]([C:30]([CH3:31])([CH3:32])[CH3:33])[cH:39][cH:38]1)=[O:42].